This data is from the Open Reaction Database (ORD), a public repository of structured organic reaction records. The task is: describe an organic reaction: reactants, conditions, products, and yield The reactants are N1=CC=CC=C1 (pyridine), C(N)(=O)C(CC1=CC=C(C=C1)OCCC1=CC=C(C=C1)NC(=O)OC(C)(C)C)OCC (1-Carbamoyl-2-[4-(2-{4-tert-butyloxycarbonylaminophenyl}ethoxy)phenyl]-1-ethoxyethane), FC(C(=O)OC(C(F)(F)F)=O)(F)F (trifluoroacetic acid anhydride). Run in O1CCOCC1 (dioxane). Run at time 5 minute. The product is C(#N)C(CC1=CC=C(C=C1)OCCC1=CC=C(C=C1)NC(=O)OC(C)(C)C)OCC (1-Cyano-2-[4-(2-{4-tert-butyloxycarbonylaminophenyl}ethoxy)phenyl]-1-ethoxyethane). Yield: 77.9%. RXN SMILES: [C:1]([CH:4]([O:29][CH2:30][CH3:31])[CH2:5][C:6]1[CH:11]=[CH:10][C:9]([O:12][CH2:13][CH2:14][C:15]2[CH:20]=[CH:19][C:18]([NH:21][C:22]([O:24][C:25]([CH3:28])([CH3:27])[CH3:26])=[O:23])=[CH:17][CH:16]=2)=[CH:8][CH:7]=1)(=O)[NH2:2].N1C=CC=CC=1.FC(F)(F)C(OC(=O)C(F)(F)F)=O>O1CCOCC1>[C:1]([CH:4]([O:29][CH2:30][CH3:31])[CH2:5][C:6]1[CH:11]=[CH:10][C:9]([O:12][CH2:13][CH2:14][C:15]2[CH:20]=[CH:19][C:18]([NH:21][C:22]([O:24][C:25]([CH3:26])([CH3:28])[CH3:27])=[O:23])=[CH:17][CH:16]=2)=[CH:8][CH:7]=1)#[N:2]. Reported procedure: 1-Carbamoyl-2-[4-(2-{4-tert-butyloxycarbonylaminophenyl}ethoxy)phenyl]-1-ethoxyethane(0.63 g, 1.47 mmole) was dissolved in dioxane (20 ml) and pyridine (0.35 g, 4.41 mmole) was added. The mixture was placed in a ultrasonic bath for 5 minutes, then trifluoroacetic acid anhydride (0.37 g, 1.76 mmole) was added. After stirring at room temperature for 16 hours it was checked using HPLC that all the starting material was consumed. Sodium carbonate solution was added and extracted three times with dic... Reactants: C(C)(=O)OC=1C=C(C=CC1)C1=C(C(=NC(=N1)N)N)F ((3-acetoxyphenyl]-5-fluoro-2,4-pyrimidinediamine), OC=1C=C(C=CC1)NC1=NC=C(C(=N1)NC1=CC(=CC=C1)O)F (N2,N4-bis(3-hydroxyphenyl)-5-fluoro-2,4-pyrimidinediamine), C(C)(=O)Cl (acetyl chloride), N1=CC=CC=C1 (pyridine). The solvent is C(Cl)Cl (CH2Cl2). The product is C(C)(=O)OC=1C=C(C=CC1)NC1=NC=C(C(=N1)NC1=CC(=CC=C1)OC(C)=O)F (N2,N4-Bis(3-acetyloxyphenyl)-5-fluoro-2,4-pyrimidinediamine). RXN SMILES: [C:1]([O:4][C:5]1[CH:6]=[C:7](C2N=C(N)N=C(N)C=2F)[CH:8]=[CH:9][CH:10]=1)(=[O:3])[CH3:2].[OH:20][C:21]1[CH:22]=[C:23]([NH:27][C:28]2[N:33]=[C:32]([NH:34]C3C=CC=C(O)C=3)[C:31]([F:42])=[CH:30][N:29]=2)[CH:24]=[CH:25][CH:26]=1.[C:43](Cl)(=[O:45])[CH3:44].N1C=CC=CC=1>C(Cl)Cl>[C:43]([O:20][C:21]1[CH:22]=[C:23]([NH:27][C:28]2[N:33]=[C:32]([NH:34][C:7]3[CH:8]=[CH:9][CH:10]=[C:5]([O:4][C:1](=[O:3])[CH3:2])[CH:6]=3)[C:31]([F:42])=[CH:30][N:29]=2)[CH:24]=[CH:25][CH:26]=1)(=[O:45])[CH3:44]. Reported procedure: In like manner to the preparation of N2,N4-bis(3-hydroxyphenyl)-5-fluoro-2,4-pyrimidinediamine, 2,4-dichloro-5-fluoropyrimidine and 3-acetoxyaniline were reacted to yield N2,N4-bis[(3-acetoxyphenyl]-5-fluoro-2,4-pyrimidinediamine. Alternatively, N2,N4-bis[(3-acetoxyphenyl]-5-fluoro-2,4-pyrimidinediamine can be prepared by acetylation of N2,N4-bis(3-hydroxyphenyl)-5-fluoro-2,4-pyrimidinediamine with acetyl chloride in the presence of pyridine in CH2Cl2. 1H NMR (CDCl3): δ 8.00 (bs, 1H), 7.51-7.25 ...